Task: describe an organic reaction: reactants, conditions, products, and yield. Dataset: the Open Reaction Database (ORD), a public repository of structured organic reaction records Reaction SMILES: [CH2:28]1[CH2:29][O:30][CH2:31][CH2:32][NH:33]1.[CH3:1][c:2]1[cH:3][cH:4][cH:5][cH:6][cH:7]1.[CH3:34][C:35]([CH3:36])([O-:37])[CH3:38].[CH3:40][CH2:41][O:42][CH2:43][CH3:44].[CH:46](=[CH:47][C:48]([CH:49]=[CH:50][c:51]1[cH:52][cH:53][cH:54][cH:55][cH:56]1)=[O:57])[c:58]1[cH:59][cH:60][cH:61][cH:62][cH:63]1.[CH:64](=[CH:65][C:66]([CH:67]=[CH:68][c:69]1[cH:70][cH:71][cH:72][cH:73][cH:74]1)=[O:75])[c:76]1[cH:77][cH:78][cH:79][cH:80][cH:81]1.[CH:8]1([NH:14][c:15]2[n:16][c:17]3[cH:18][c:19]([Br:27])[c:20]([O:25][CH3:26])[cH:21][c:22]3[n:23][cH:24]2)[CH2:9][CH2:10][CH2:11][CH2:12][CH2:13]1.[Na+:39].[Pd:45]>>[CH:8]1([NH:14][c:15]2[n:16][c:17]3[cH:18][c:19]([N:33]4[CH2:28][CH2:29][O:30][CH2:31][CH2:32]4)[c:20]([O:25][CH3:26])[cH:21][c:22]3[n:23][cH:24]2)[CH2:9][CH2:10][CH2:11][CH2:12][CH2:13]1. Product: COc1cc2ncc(NC3CCCCC3)nc2cc1N1CCOCC1. Reactants: C1COCCN1, Cc1ccccc1, CC(C)(C)[O-], CCOCC, O=C(C=Cc1ccccc1)C=Cc1ccccc1, O=C(C=Cc1ccccc1)C=Cc1ccccc1, COc1cc2ncc(NC3CCCCC3)nc2cc1Br, [Na+], [Pd]. Reactants: Cl.CC1=NC(=NO1)C1=CC=C(C=C1)C1CCNCCO1 (7-[4-(5-methyl-[1,2,4]oxadiazol-3-yl)-phenyl]-[1,4]oxazepane hydrochloride), C(C1=CC=CC=C1)N1CCOCC(C1)C1=CC=C(C=C1)C1=NC=NO1 (4-benzyl-6-(4-[1,2,4]oxadiazol-5-yl-phenyl)-[1,4]oxazepane). The product is Cl.O1N=CN=C1C1=CC=C(C=C1)C1CNCCOC1 (6-(4-[1,2,4]Oxadiazol-5-yl-phenyl)-[1,4]oxazepane hydrochloride), solid. The yield is 90.0%. Reaction SMILES: [ClH:1].CC1ON=C(C2C=CC(C3OCCNCC3)=CC=2)N=1.C([N:28]1[CH2:34][CH:33]([C:35]2[CH:40]=[CH:39][C:38]([C:41]3[O:45][N:44]=[CH:43][N:42]=3)=[CH:37][CH:36]=2)[CH2:32][O:31][CH2:30][CH2:29]1)C1C=CC=CC=1>>[ClH:1].[O:45]1[C:41]([C:38]2[CH:39]=[CH:40][C:35]([CH:33]3[CH2:32][O:31][CH2:30][CH2:29][NH:28][CH2:34]3)=[CH:36][CH:37]=2)=[N:42][CH:43]=[N:44]1 |f:0.1,3.4|. Reported procedure: 6-(4-[1,2,4]Oxadiazol-5-yl-phenyl)-[1,4]oxazepane hydrochloride was prepared by the same procedure as that of 7-[4-(5-methyl-[1,2,4]oxadiazol-3-yl)-phenyl]-[1,4]oxazepane hydrochloride except for utilizing 4-benzyl-6-(4-[1,2,4]oxadiazol-5-yl-phenyl)-[1,4]oxazepane instead of 7-[4-(5-methyl-[1,2,4]oxadiazol-3-yl)-phenyl]-4-(1-phenyl-ethyl)-[1,4]oxazepane 6-(4-[1,2,4]Oxadiazol-5-yl-phenyl)-[1,4]oxazepane hydrochloride was obtained as white solid (0.03 g, 0.09 mmol, 90%). The reactants are O=C1CCC(=O)N1Br, CC(=O)O, CSc1cc(-c2ccco2)nc(N)n1. Product: CSc1nc(N)nc(-c2ccco2)c1Br. RXN SMILES: [Br:15][N:16]1[C:17](=[O:18])[CH2:19][CH2:20][C:21]1=[O:22].[CH3:23][C:24](=[O:25])[OH:26].[o:1]1[c:2](-[c:6]2[n:7][c:8]([NH2:14])[n:9][c:10]([S:12][CH3:13])[cH:11]2)[cH:3][cH:4][cH:5]1>>[o:1]1[c:2](-[c:6]2[n:7][c:8]([NH2:14])[n:9][c:10]([S:12][CH3:13])[c:11]2[Br:15])[cH:3][cH:4][cH:5]1. Starting materials: C(CCCCCCCCC)OC1=C(C(=[N+](C=C1)[O-])C)C (4-decyloxy-2,3-dimethylpyridine-N-oxide), C(C)(=O)OC(C)=O (acetic anhydride). The product is C(CCCCCCCCC)OC1=C(C(=NC=C1)COC(C)=O)C (4-decyloxy-2-acetoxymethyl-3-methylpyridine). The yield is 61.6%. As a reaction SMILES: [CH2:1]([O:11][C:12]1[CH:17]=[CH:16][N+:15]([O-])=[C:14]([CH3:19])[C:13]=1[CH3:20])[CH2:2][CH2:3][CH2:4][CH2:5][CH2:6][CH2:7][CH2:8][CH2:9][CH3:10].[C:21]([O:24]C(=O)C)(=[O:23])[CH3:22]>>[CH2:1]([O:11][C:12]1[CH:17]=[CH:16][N:15]=[C:14]([CH2:19][O:24][C:21](=[O:23])[CH3:22])[C:13]=1[CH3:20])[CH2:2][CH2:3][CH2:4][CH2:5][CH2:6][CH2:7][CH2:8][CH2:9][CH3:10]. Procedure details: To 41.2 g (0.1 mol, 1.0 eq.) of 4-decyloxy-2,3-dimethylpyridine-N-oxide, 40.8 g (0.4 mol, 4.0 eq.) of acetic anhydride was added, and the mixture was allowed to react for 8.5 hours at 88 to 92° C. Acetic anhydride was distilled off, and then the resulting concentrated residue was purified on a silica gel column, to obtain 19.8 g of 4-decyloxy-2-acetoxymethyl-3-methylpyridine as a black brown oily matter (total yield of two processes 61.7%). Starting materials: CN(C)C=O, O=S(Cl)Cl, CC(OCc1ccc2ccccc2c1)(C(=O)O)C(F)(F)F, c1ccccc1. The product is CC(OCc1ccc2ccccc2c1)(C(=O)Cl)C(F)(F)F. RXN SMILES: [CH3:26][N:27]([CH3:28])[CH:29]=[O:30].[S:22]([Cl:23])([Cl:24])=[O:25].[cH:1]1[c:2]([CH2:11][O:12][C:13]([C:14](=[O:15])[OH:16])([C:17]([F:18])([F:19])[F:20])[CH3:21])[cH:3][cH:4][c:5]2[cH:6][cH:7][cH:8][cH:9][c:10]12.[cH:31]1[cH:32][cH:33][cH:34][cH:35][cH:36]1>>[cH:1]1[c:2]([CH2:11][O:12][C:13]([C:14](=[O:15])[Cl:24])([C:17]([F:18])([F:19])[F:20])[CH3:21])[cH:3][cH:4][c:5]2[cH:6][cH:7][cH:8][cH:9][c:10]12. Reactants: C(C)NCC (diethylamine), C(=O)O (formic acid), CC1(OC(=O)CC(=O)O1)C (Meldrum's acid), C(C1=CC(OC)=C(OC)C=C1)=O (veratraldehyde). Product: COC=1C=C(C=CC1OC)CCC(=O)O (3-(3,4-dimethoxyphenyl)propionic acid). As a reaction SMILES: C(NCC)C.C(O)=O.CC1(C)[O:17][C:15](=[O:16])[CH2:14][C:12](=O)O1.C(=O)[C:20]1[CH:29]=[CH:28][C:25]([O:26][CH3:27])=[C:22]([O:23][CH3:24])[CH:21]=1>>[CH3:24][O:23][C:22]1[CH:21]=[C:20]([CH2:12][CH2:14][C:15]([OH:17])=[O:16])[CH:29]=[CH:28][C:25]=1[O:26][CH3:27]. Procedure: After dropwise adding 17.55 g (25 ml, 0.24 mol) of diethylamine to 27.6 g (22.6 ml, 0.6 mol) of formic acid under stirring and cooling, 7.2 g (0.05 mol) of Meldrum's acid and 8.3 g (0.05 mol) of veratraldehyde were added to the above mixture, then the procedure of Example 35 was followed. Reactants: N1CC(CCCC1)NC1=C2C(=NC=N1)NN=C2 (N-(azepan-3-yl)-1H-pyrazolo[3,4-d]pyrimidin-4-amine), CCN=C=NCCCN(C)C (EDCI), C=1C=CC2=C(C1)N=NN2O (HOBt), ClC=1C=C(C=C(C1)Cl)NCC(=O)O (2-(3,5-dichlorophenylamino)acetic acid), CCN(C(C)C)C(C)C (DIEA). The solvent is CCOC(=O)C (EtOAc), CN(C)C=O (DMF). Run at time 8 hour. Product: N1N=CC=2C1=NC=NC2NC2CN(CCCC2)C(CNC2=CC(=CC(=C2)Cl)Cl)=O (1-(3-(1H-pyrazolo[3,4-d]pyrimidin-4-ylamino) azepan-1-yl)-2-(3, 5-dichlorophenylamino) ethanone). The yield is 40.1%. As a reaction SMILES: [NH:1]1[CH2:7][CH2:6][CH2:5][CH2:4][CH:3]([NH:8][C:9]2[N:14]=[CH:13][N:12]=[C:11]3[NH:15][N:16]=[CH:17][C:10]=23)[CH2:2]1.CCN=C=NCCCN(C)C.C1C=CC2N(O)N=NC=2C=1.[Cl:39][C:40]1[CH:41]=[C:42]([NH:47][CH2:48][C:49](O)=[O:50])[CH:43]=[C:44]([Cl:46])[CH:45]=1.CCN(C(C)C)C(C)C>CN(C=O)C.CCOC(C)=O>[NH:15]1[C:11]2=[N:12][CH:13]=[N:14][C:9]([NH:8][CH:3]3[CH2:4][CH2:5][CH2:6][CH2:7][N:1]([C:49](=[O:50])[CH2:48][NH:47][C:42]4[CH:41]=[C:40]([Cl:39])[CH:45]=[C:44]([Cl:46])[CH:43]=4)[CH2:2]3)=[C:10]2[CH:17]=[N:16]1. Procedure details: To a solution of N-(azepan-3-yl)-1H-pyrazolo[3,4-d]pyrimidin-4-amine (200 mg, 0.862 mmol) in DMF (4 mL) was added EDCI (196 mg, 1.03 mmol), HOBt (139 mg, 1.03 mmol), 2-(3,5-dichlorophenylamino)acetic acid (189 mg, 0.862 mmol) and DIEA (0.22 mL, 1.29 mmol) at 0° C. The reaction mixture was stirred overnight at rt, diluted with EtOAc (100 mL) and washed with water (50 mL). The organic layer was dried over Na2SO4 and evaporated in vacuo to give the crude compound that purified by column chromatogra... Starting materials: C(C)(=O)N(C1=CC=C(C=C1)NC(OCC(Cl)(Cl)Cl)=O)C (2,2,2-trichloroethyl {4-[acetyl(methyl)amino]phenyl}carbamate), C1(=CC=CC=C1)C1=NSC(=N1)N1CCNCC1 (1-(3-phenyl-1,2,4-thiadiazol-5-yl)piperazine), C(C)(C)N(CC)C(C)C (diisopropylethylamine), CS(=O)C (dimethylsulfoxide). Run in O (water). The product is C(C)(=O)N(C1=CC=C(C=C1)NC(=O)N1CCN(CC1)C1=NC(=NS1)C1=CC=CC=C1)C (N-{4-[Acetyl(methyl)amino]phenyl}-4-(3-phenyl-1,2,4-thiadiazol-5-yl)piperazine-1-carboxamide). Reaction SMILES: [C:1]([N:4]([CH3:20])[C:5]1[CH:10]=[CH:9][C:8]([NH:11][C:12](=[O:19])OCC(Cl)(Cl)Cl)=[CH:7][CH:6]=1)(=[O:3])[CH3:2].[C:21]1([C:27]2[N:31]=[C:30]([N:32]3[CH2:37][CH2:36][NH:35][CH2:34][CH2:33]3)[S:29][N:28]=2)[CH:26]=[CH:25][CH:24]=[CH:23][CH:22]=1.C(N(C(C)C)CC)(C)C.CS(C)=O>O>[C:1]([N:4]([CH3:20])[C:5]1[CH:6]=[CH:7][C:8]([NH:11][C:12]([N:35]2[CH2:36][CH2:37][N:32]([C:30]3[S:29][N:28]=[C:27]([C:21]4[CH:26]=[CH:25][CH:24]=[CH:23][CH:22]=4)[N:31]=3)[CH2:33][CH2:34]2)=[O:19])=[CH:9][CH:10]=1)(=[O:3])[CH3:2]. Reported procedure: A solution of 2,2,2-trichloroethyl {4-[acetyl(methyl)amino]phenyl}carbamate (200 mg, 0.589 mmol), 1-(3-phenyl-1,2,4-thiadiazol-5-yl)piperazine (145 mg, 0.589 mmol), diisopropylethylamine (0.103 ml, 0.589 mmol) and dimethylsulfoxide (4 ml) was stirred at 70° C. for 12 hours, the reaction mixture was poured into water and the mixture was extracted with ethyl acetate. The extract was washed with water and dried over anhydrous magnesium sulfate. The solvent was distilled off under reduced pressure. ...